Dataset: the Open Reaction Database (ORD), a public repository of structured organic reaction records. Task: describe an organic reaction: reactants, conditions, products, and yield Reactants: S(C1=CC=C(C=C1)C)C. The reagents and catalysts are N=1C=CC(=CC1C=2N=CC=C(C2)C)C, O1B(OC(C)(C)C1(C)C)B2OC(C)(C)C(O2)(C)C, C[OH2+].C[OH2+].C1CC=CCCC=C1.C1CC=CCCC=C1.[Ir].[Ir]. Solvent: C=1C=C(C=CC1C)C. Conditions: temperature 55 celsius, time 24 hour. Yields the product O1B(OC(C)(C)C1(C)C)C2=CC(=CC=C2SC)C, O1B(OC(C)(C)C1(C)C)C2=CC(SC)=CC=C2C. Isolated yield 20.0%. Reported procedure: dtbpy: A mixture of ortho- and meta-borylated products (79 mg, 61% yield, ortho/meta + para = 2.0); meta-Isomer 5d was obtained by further purification by GPC (18 mg, 14% yield), yellow solid (mp. 85-87 oC) The reactants are O=C(O)c1cccc(N=C=S)c1, CO, CCOC(C)=O, COc1ccc(C(=O)Nc2cccnc2)cc1N. Yields the product COc1ccc(C(=O)Nc2cccnc2)cc1NC(=S)Nc1cccc(C(=O)O)c1. Reaction SMILES: [C:19](=[O:20])([OH:21])[c:22]1[cH:23][c:24]([N:28]=[C:29]=[S:30])[cH:25][cH:26][cH:27]1.[CH3:31][OH:32].[CH3:33][CH2:34][O:35][C:36](=[O:37])[CH3:38].[NH2:1][c:2]1[cH:3][c:4]([C:5](=[O:6])[NH:7][c:8]2[cH:9][n:10][cH:11][cH:12][cH:13]2)[cH:14][cH:15][c:16]1[O:17][CH3:18]>>[NH:1]([c:2]1[cH:3][c:4]([C:5](=[O:6])[NH:7][c:8]2[cH:9][n:10][cH:11][cH:12][cH:13]2)[cH:14][cH:15][c:16]1[O:17][CH3:18])[C:29]([NH:28][c:24]1[cH:23][c:22]([C:19](=[O:20])[OH:21])[cH:27][cH:26][cH:25]1)=[S:30]. The reactants are C(C)(C)(C)OC(=O)N1C(CC(C1C)=O)C(=O)O (5-methyl-4-oxo-pyrrolidine-1,2-dicarboxylic acid 1-tert-butyl ester), C(=O)([O-])[O-].[K+].[K+] (K2CO3), CI (methyl iodide). The solvent is CN(C=O)C (N,N-dimethylformamide), Cl (HCl). Conditions: temperature 80 celsius, time 20 minute. The product is COC(=O)C1N(C(C(C1)=O)C)C(=O)OC(C)(C)C (5-Methyl-4-oxo-pyrrolidine-1,2-dicarboxylic acid 1-tert-butyl ester 2-methyl ester). As a reaction SMILES: [C:1]([O:5][C:6]([N:8]1[CH:12]([CH3:13])[C:11](=[O:14])[CH2:10][CH:9]1[C:15]([OH:17])=[O:16])=[O:7])([CH3:4])([CH3:3])[CH3:2].[C:18]([O-])([O-])=O.[K+].[K+].CI>CN(C)C=O.Cl>[CH3:18][O:16][C:15]([CH:9]1[CH2:10][C:11](=[O:14])[CH:12]([CH3:13])[N:8]1[C:6]([O:5][C:1]([CH3:2])([CH3:3])[CH3:4])=[O:7])=[O:17] |f:1.2.3|. Procedure: To a solution of 3.0 g of crude 5-methyl-4-oxo-pyrrolidine-1,2-dicarboxylic acid 1-tert-butyl ester in 25 mL of N,N-dimethylformamide was added 1.2 g (8.7 mmol) of K2CO3, and 1.2 mL (19.3 mmol) of methyl iodide. The mixture was stirred at 80° C. for 20 min, cooled to ambient temperature, then diluted with 125 mL of 0.2M HCl(aq.). This was extracted with diethyl ether (3×20 mL), then the combined ether layers were extracted with water (1×20 mL), and brine (1×20 mL), dried over MgSO4, filtered, an... Starting materials: C=O, CO, CC(C)=O, Cn1cc[nH]c1=O, [Na+], [OH-]. The product is Cn1ccn(CO)c1=O. Reaction SMILES: [CH2:8]=[O:9].[CH3:12][OH:13].[CH3:14][C:15](=[O:16])[CH3:17].[CH3:1][n:2]1[c:3](=[O:7])[nH:4][cH:5][cH:6]1.[Na+:11].[OH-:10]>>[CH3:1][n:2]1[c:3](=[O:7])[n:4]([CH2:8][OH:9])[cH:5][cH:6]1. The reactants are [Cl-].[NH4+] (ammonium chloride), Grignard reagent, C1(=CC=C(C=C1)S(=O)(=O)OC[C@H]1CO1)C ((R)-glycidyl p-toluenesulfonate). The reagents and catalysts are [Cu](Cl)(Cl)(Cl)Cl.[Li] (lithium copper tetrachloride). Solvent: C1CCOC1 (THF), C1CCOC1 (THF). Conditions: temperature -50 celsius, time 5 minute. Product: C1(=CC=C(C=C1)S(=O)(=O)OC[C@@H](CC[C@H](CC)C)O)C ((2R,5S)-2-Hydroxy-5-methylheptyl p-toluenesulfonate). The yield is 190.2%. RXN SMILES: [C:1]1([CH3:15])[CH:6]=[CH:5][C:4]([S:7]([O:10][CH2:11][C@@H:12]2[O:14][CH2:13]2)(=[O:9])=[O:8])=[CH:3][CH:2]=1.[Cl-].[NH4+]>C1COCC1.[Cu](Cl)(Cl)(Cl)Cl.[Li]>[C:1]1([CH3:15])[CH:6]=[CH:5][C:4]([S:7]([O:10][CH2:11][C@H:12]([OH:14])[CH2:13][CH2:6][C@@H:1]([CH3:15])[CH2:2][CH3:3])(=[O:9])=[O:8])=[CH:3][CH:2]=1 |f:1.2,4.5,^1:27|. Procedure: In a 500 ml flask as charged a 0.1 ML-1 dried THF solution containing 18 ml of lithium copper tetrachloride under a nitrogen atmosphere, followed by cooling to -50° C. The above prepared Grignard reagent was added thereto over 5 minutes, and the mixture was reacted at that temperature for 20 minutes. To the reaction mixture was added dropwise a solution of 8.07 g of (R)-glycidyl p-toluenesulfonate (produced by Aldrich Chemical Co., Inc.) in 70 ml of dried THF at the same temperature over 20 minu... The reactants are ClCCNC(=O)NC(C)C (1-(2-chloroethyl)-3-isopropylurea), [H-].[Na+] (NaH). The solvent is C1CCOC1 (THF). Run at time 8 hour. The product is C(C)(C)N1C(NCC1)=O (1-isopropylimidazolidin-2-one). Yield: 68.8%. Reaction SMILES: Cl[CH2:2][CH2:3][NH:4][C:5]([NH:7][CH:8]([CH3:10])[CH3:9])=[O:6].[H-].[Na+]>C1COCC1>[CH:8]([N:7]1[CH2:2][CH2:3][NH:4][C:5]1=[O:6])([CH3:10])[CH3:9] |f:1.2|. Procedure: A 0° C. suspension of 1-(2-chloroethyl)-3-isopropylurea (6.00 g, 36.4 mmol) in THF (60 mL) was treated with NaH (60% in mineral oil, 2.50 g, 104 mmol) and stirred at RT overnight. The mixture was concentrated to dryness, treated with satd. NH4Cl, extracted with EtOAc (3×) and the combined organics were dried over Na2SO4 and concentrated to dryness to afford 1-isopropylimidazolidin-2-one (3.21 g, 69%) as a waxy solid. MS (ESI) m/z: 129.1 (M+H+). As a reaction SMILES: Cl[CH2:2][C:3]([N:5]1[C:11]2[CH:12]=[CH:13][CH:14]=[CH:15][C:10]=2[NH:9][C:8](=[O:16])[C:7]2=[CH:17][S:18][CH:19]=[C:6]12)=[O:4].[NH:20]1[CH2:25][CH2:24][CH2:23][CH2:22][CH2:21]1>O1CCOCC1>[N:20]1([CH2:2][C:3]([N:5]2[C:11]3[CH:12]=[CH:13][CH:14]=[CH:15][C:10]=3[NH:9][C:8](=[O:16])[C:7]3=[CH:17][S:18][CH:19]=[C:6]23)=[O:4])[CH2:25][CH2:24][CH2:23][CH2:22][CH2:21]1. The solvent is O1CCOCC1 (dioxane). The yield is 90.3%. Yields the product N1(CCCCC1)CC(=O)N1C=2C(C(NC3=C1C=CC=C3)=O)=CSC2 (9,10-dihydro-4-(piperidinoacetyl)-4H-thieno[3,4-b][1,5]benzodiazepin-10-one). Reactants: ClCC(=O)N1C=2C(C(NC3=C1C=CC=C3)=O)=CSC2 (4-chloroacetyl-9,10-dihydro-4H-thieno[3,4-b][1,5]benzodiazepin-10-one), N1CCCCC1 (piperidine). Reported procedure: 1.9 g of 4-chloroacetyl-9,10-dihydro-4H-thieno[3,4-b][1,5]benzodiazepin-10-one, 3.7 g of piperidine and 15 ml of dioxane are stirred at 80° C. for 1 hour; the resulting mixture is concentrated in vacuo, and the obtained residue is recrystallized from isopropanol/water. 2.0 g of 9,10-dihydro-4-(piperidinoacetyl)-4H-thieno[3,4-b][1,5]benzodiazepin-10-one are thus obtained. Starting materials: C(C)(C)(C)OC(=O)NNC (N-tert-butoxycarbonyl-N′-methylhydrazine), C(C1=CC=CC=C1)OC1=CC=C(C=C1)C[C@H](C(=O)OCC1=CC=CC=C1)O ((R)-benzyl 3-(4-(benzyloxy)phenyl)-2-hydroxypropanoate), N1=C(C=CC=C1C)C (2,6-lutidine), FC(S(=O)(=O)OS(=O)(=O)C(F)(F)F)(F)F (trifluoromethanesulfonic anhydride). Solvent: ClCCl (dichloromethane), C(C)(=O)OCC (ethyl acetate). Conditions: temperature 0 celsius, time 0.5 hour. The product is C(C1=CC=CC=C1)OC1=CC=C(C=C1)C[C@@H](C(=O)OCC1=CC=CC=C1)O ((S)-benzyl 3-(4-(benzyloxy)phenyl)-2-hydroxypropanoate). Isolated yield 53.5%. RXN SMILES: [CH2:1]([O:8][C:9]1[CH:14]=[CH:13][C:12]([CH2:15][C@@H:16]([OH:27])[C:17]([O:19][CH2:20][C:21]2[CH:26]=[CH:25][CH:24]=[CH:23][CH:22]=2)=[O:18])=[CH:11][CH:10]=1)[C:2]1[CH:7]=[CH:6][CH:5]=[CH:4][CH:3]=1.N1C(C)=CC=CC=1C.FC(F)(F)S(OS(C(F)(F)F)(=O)=O)(=O)=O.C(OC(NNC)=O)(C)(C)C>ClCCl.C(OCC)(=O)C>[CH2:1]([O:8][C:9]1[CH:14]=[CH:13][C:12]([CH2:15][C@H:16]([OH:27])[C:17]([O:19][CH2:20][C:21]2[CH:22]=[CH:23][CH:24]=[CH:25][CH:26]=2)=[O:18])=[CH:11][CH:10]=1)[C:2]1[CH:7]=[CH:6][CH:5]=[CH:4][CH:3]=1. Reported procedure: To a solution of (R)-benzyl 3-(4-(benzyloxy)phenyl)-2-hydroxypropanoate (Compound XLIII-1) 1.81 g (5.00 mmol) and 2,6-lutidine 874 μl (7.50 mmol) in dichloromethane 15 ml, trifluoromethanesulfonic anhydride 1.26 ml (7.50 mmol) was added and the mixture was stirred at 0° C. for 0.5 hr. N-tert-butoxycarbonyl-N′-methylhydrazine (Compound XXXIV-1) 1.46 g (10.0 mol) was added to the solution mixture and the mixture was stirred at room temperature overnight. The reaction mixture was diluted with ethyl...